From a dataset of the Open Reaction Database (ORD), a public repository of structured organic reaction records. describe an organic reaction: reactants, conditions, products, and yield The solvent is CO (methanol). Product: NC1=C(C(=NC(=C1)C1=CC(=C(C=C1)C)C)C(=O)O)Cl (4-amino-3-chloro-6-(3,4-dimethylphenyl)-pyridine-2-carboxylic acid). Yield: 100.0%. The reactants are NC1=C(C(=NC(=C1)C1=CC(=C(C=C1)C)C)C(=O)OC)Cl (Methyl 4-amino-3-chloro-6-(3,4-dimethylphenyl)pyridine-2-carboxlate), [OH-].[Na+] (sodium hydroxide). Procedure details: Methyl 4-amino-3-chloro-6-(3,4-dimethylphenyl)pyridine-2-carboxlate (0.9 g, 0.003 mol) was heated at reflux in methanol (50 mL) and 1N sodium hydroxide (75 mL) for two hours. The reaction mixture was partially concentrated and then acidified with concentrated hydrochloric acid. The solid was collected and dried to give 4-amino-3-chloro-6-(3,4-dimethylphenyl)-pyridine-2-carboxylic acid (0.85 g, 0.003 mol), mp 192-4° C. Reaction SMILES: [NH2:1][C:2]1[CH:7]=[C:6]([C:8]2[CH:13]=[CH:12][C:11]([CH3:14])=[C:10]([CH3:15])[CH:9]=2)[N:5]=[C:4]([C:16]([O:18]C)=[O:17])[C:3]=1[Cl:20].[OH-].[Na+]>CO>[NH2:1][C:2]1[CH:7]=[C:6]([C:8]2[CH:13]=[CH:12][C:11]([CH3:14])=[C:10]([CH3:15])[CH:9]=2)[N:5]=[C:4]([C:16]([OH:18])=[O:17])[C:3]=1[Cl:20] |f:1.2|.